From a dataset of the Open Reaction Database (ORD), a public repository of structured organic reaction records. describe an organic reaction: reactants, conditions, products, and yield The reactants are CNC(=N[N+](=O)[O-])OC, [Cl-], Cl, [Na+], [Na+], NCC1CCOC1, [OH-], O. Product: CNC(=N[N+](=O)[O-])NCC1CCOC1. Reaction SMILES: [CH3:12][NH:13][C:14]([O:15][CH3:16])=[N:17][N+:18](=[O:19])[O-:20].[Cl-:9].[ClH:21].[Na+:11].[Na+:8].[O:1]1[CH2:2][CH:3]([CH2:6][NH2:7])[CH2:4][CH2:5]1.[OH-:10].[OH2:22]>>[O:1]1[CH2:2][CH:3]([CH2:6][NH:7][C:14]([NH:13][CH3:12])=[N:17][N+:18](=[O:19])[O-:20])[CH2:4][CH2:5]1. Product: [N+](=O)([O-])C1=CC=C(COC(=O)N=C(N[C@@H](C(=O)NC2CN(C2)C(=O)OC(C)(C)C)C)NC(=O)OCC2=CC=C(C=C2)[N+](=O)[O-])C=C1 (tert-Butyl 3-[(2R)-2-[2,3-di(4-nitrobenzyloxycarbonyl)guanidino]-2-methylacetylamino]-1-azetidinecarboxylate). RXN SMILES: [NH2:1][C@H:2]([CH3:17])[C:3]([NH:5][CH:6]1[CH2:9][N:8]([C:10]([O:12][C:13]([CH3:16])([CH3:15])[CH3:14])=[O:11])[CH2:7]1)=[O:4].[N+:18]([C:21]1[CH:51]=[CH:50][C:24]([CH2:25][O:26][C:27]([N:29]=[C:30]([NH:36][C:37](=[O:49])[O:38][CH2:39][C:40]2[CH:45]=[CH:44][C:43]([N+:46]([O-:48])=[O:47])=[CH:42][CH:41]=2)N2C=CC=N2)=[O:28])=[CH:23][CH:22]=1)([O-:20])=[O:19]>O1CCCC1>[N+:18]([C:21]1[CH:22]=[CH:23][C:24]([CH2:25][O:26][C:27]([N:29]=[C:30]([NH:36][C:37]([O:38][CH2:39][C:40]2[CH:45]=[CH:44][C:43]([N+:46]([O-:48])=[O:47])=[CH:42][CH:41]=2)=[O:49])[NH:1][C@H:2]([CH3:17])[C:3]([NH:5][CH:6]2[CH2:9][N:8]([C:10]([O:12][C:13]([CH3:16])([CH3:15])[CH3:14])=[O:11])[CH2:7]2)=[O:4])=[O:28])=[CH:50][CH:51]=1)([O-:20])=[O:19]. Solvent: O1CCCC1 (tetrahydrofuran). The reactants are N[C@@H](C(=O)NC1CN(C1)C(=O)OC(C)(C)C)C (tert-butyl 3-[(2R)-2-amino-2-methylacetylamino]-1-azetidinecarboxylate), [N+](=O)([O-])C1=CC=C(COC(=O)N=C(N2N=CC=C2)NC(OCC2=CC=C(C=C2)[N+](=O)[O-])=O)C=C1 (4-nitrobenzyl [(4-nitrobenzyloxy)carbonylimino-pyrazol-1-ylmethyl]carbamate). Procedure: To a solution of tert-butyl 3-[(2R)-2-amino-2-methylacetylamino]-1-azetidinecarboxylate (443 mg) in anhydrous tetrahydrofuran (20 ml), 4-nitrobenzyl [(4-nitrobenzyloxy)carbonylimino-pyrazol-1-ylmethyl]carbamate (820 mg) was added under ice cooling. The resulting mixture was then treated in a similar manner to that described in Referential Example 16-(1), whereby the title compound (0.860 g) was obtained as an amorphous substance. Isolated yield 76.3%. The reactants are C(C)(C)(C)OC(=O)NC(C(=O)O)C1=C(C=CC=C1)Cl ([(tert-butoxycarbonyl)amino](2-chlorophenyl)acetic acid), C=1C=CC2=C(C1)N=NN2O (HOBt), C(CCl)Cl (EDC), COCCN (2-methoxyethanamine). Run in CN(C)C=O (DMF). Run at time 2 hour. Yields the product C(C)(C)(C)OC(NC(C(=O)NCCOC)C1=C(C=CC=C1)Cl)=O (tert-Butyl{1-(2-chlorophenyl)-2-[(2-methoxyethyl)-amino]-2-oxoethyl}carbamate). As a reaction SMILES: [C:1]([O:5][C:6]([NH:8][CH:9]([C:13]1[CH:18]=[CH:17][CH:16]=[CH:15][C:14]=1[Cl:19])[C:10]([OH:12])=O)=[O:7])([CH3:4])([CH3:3])[CH3:2].C1C=CC2N(O)N=NC=2C=1.C(Cl)CCl.[CH3:34][O:35][CH2:36][CH2:37][NH2:38]>CN(C=O)C>[C:1]([O:5][C:6](=[O:7])[NH:8][CH:9]([C:13]1[CH:18]=[CH:17][CH:16]=[CH:15][C:14]=1[Cl:19])[C:10]([NH:38][CH2:37][CH2:36][O:35][CH3:34])=[O:12])([CH3:2])([CH3:3])[CH3:4]. Procedure details: A mixture of 250 mg (0.88 mmol) of [(tert-butoxycarbonyl)amino](2-chlorophenyl)acetic acid, 177 mg (1.31 mmol) of HOBt, 252 mg (1.31 mmol) of EDC and 72 mg (0.96 mmol) of 2-methoxyethanamine in 6.3 ml of DMF was stirred at RT for 2 h. For purification, 1 ml of 1N hydrochloric acid was added and the entire reaction mixture was separated by preparative HPLC [Method 6]. The appropriate fraction was concentrated on a rotary evaporator and the residue was dried under high vacuum. This gave 269 mg (90... Starting materials: CC(C)C(CS(=O)(=O)N1CCN(c2ncc(-c3ccc(F)cc3)cn2)CC1)C(=O)N1C(=O)OCC1Cc1ccccc1, COC(=O)C1(CS(=O)(=O)Cl)CCCCC1, Fc1ccc(-c2cnc(N3CCNCC3)nc2)cc1. Product: COC(=O)C1(CS(=O)(=O)N2CCN(c3ncc(-c4ccc(F)cc4)cn3)CC2)CCCCC1. RXN SMILES: [CH2:1]([CH:2]1[CH2:3][O:4][C:5](=[O:6])[N:7]1[C:8](=[O:9])[CH:10]([CH:11]([CH3:12])[CH3:13])[CH2:19][S:20](=[O:21])(=[O:22])[N:23]1[CH2:24][CH2:25][N:26]([c:29]2[n:30][cH:31][c:32](-[c:35]3[cH:36][cH:37][c:38]([F:41])[cH:39][cH:40]3)[cH:33][n:34]2)[CH2:27][CH2:28]1)[c:14]1[cH:15][cH:16][cH:17][cH:18][cH:42]1.[CH3:62][O:63][C:64](=[O:65])[C:66]1([CH2:72][S:73]([Cl:74])(=[O:75])=[O:76])[CH2:67][CH2:68][CH2:69][CH2:70][CH2:71]1.[F:43][c:44]1[cH:45][cH:46][c:47](-[c:48]2[cH:49][n:50][c:51]([N:52]3[CH2:53][CH2:54][NH:55][CH2:56][CH2:57]3)[n:58][cH:59]2)[cH:60][cH:61]1>>[CH2:19]([S:20](=[O:21])(=[O:22])[N:23]1[CH2:24][CH2:25][N:26]([c:29]2[n:30][cH:31][c:32](-[c:35]3[cH:36][cH:37][c:38]([F:41])[cH:39][cH:40]3)[cH:33][n:34]2)[CH2:27][CH2:28]1)[C:66]1([C:64]([O:63][CH3:62])=[O:65])[CH2:67][CH2:68][CH2:69][CH2:70][CH2:71]1. Yields the product CC1C(O)C(Cc2ccccc2)C(=O)N1c1ccc(C#N)c(Cl)c1. As a reaction SMILES: [Br:36][CH2:37][c:38]1[cH:39][cH:40][cH:41][cH:42][cH:43]1.[CH2:14]([Li:15])[CH2:16][CH2:17][CH3:18].[CH2:44]1[O:45][CH2:46][CH2:47][CH2:48]1.[CH3:50][C:51](=[O:52])[OH:53].[CH3:8][CH2:9][CH2:10][CH2:11][CH2:12][CH3:13].[CH:1]([NH:2][CH:3]([CH3:4])[CH3:5])([CH3:6])[CH3:7].[Cl:19][c:20]1[c:21]([C:22]#[N:23])[cH:24][cH:25][c:26]([N:28]2[CH:29]([CH3:35])[CH:30]([OH:34])[CH2:31][C:32]2=[O:33])[cH:27]1.[OH2:49]>>[Cl:19][c:20]1[c:21]([C:22]#[N:23])[cH:24][cH:25][c:26]([N:28]2[CH:29]([CH3:35])[CH:30]([OH:34])[CH:31]([CH2:37][c:38]3[cH:39][cH:40][cH:41][cH:42][cH:43]3)[C:32]2=[O:33])[cH:27]1. The reactants are BrCc1ccccc1, [Li]CCCC, C1CCOC1, CC(=O)O, CCCCCC, CC(C)NC(C)C, CC1C(O)CC(=O)N1c1ccc(C#N)c(Cl)c1, O.